Dataset: the Open Reaction Database (ORD), a public repository of structured organic reaction records. Task: describe an organic reaction: reactants, conditions, products, and yield The reactants are F[B-](F)(F)F, COC1CCNCC1, CN(C)C=O, CC(C)N1CCN(C(=O)c2ccc3[nH]c(C(=O)O)cc3c2)CC1, CCN(C(C)C)C(C)C, Cl, CN(C)C(On1nnc2ccccc21)=[N+](C)C. The product is COC1CCN(C(=O)c2cc3cc(C(=O)N4CCN(C(C)C)CC4)ccc3[nH]2)CC1. As a reaction SMILES: [B-:25]([F:26])([F:27])([F:28])[F:29].[CH3:47][O:48][CH:49]1[CH2:50][CH2:51][NH:52][CH2:53][CH2:54]1.[CH3:64][N:65]([CH3:66])[CH:67]=[O:68].[CH:1]([CH3:2])([CH3:3])[N:4]1[CH2:5][CH2:6][N:7]([C:10](=[O:11])[c:12]2[cH:13][c:14]3[cH:15][c:16]([C:21](=[O:22])[OH:23])[nH:17][c:18]3[cH:19][cH:20]2)[CH2:8][CH2:9]1.[CH:55]([N:56]([CH2:57][CH3:58])[CH:59]([CH3:60])[CH3:61])([CH3:62])[CH3:63].[ClH:24].[n:30]1([O:31][C:32]([N:33]([CH3:34])[CH3:35])=[N+:36]([CH3:37])[CH3:38])[c:39]2[cH:40][cH:41][cH:42][cH:43][c:44]2[n:45][n:46]1>>[CH:1]([CH3:2])([CH3:3])[N:4]1[CH2:5][CH2:6][N:7]([C:10](=[O:11])[c:12]2[cH:13][c:14]3[cH:15][c:16]([C:21](=[O:23])[N:52]4[CH2:51][CH2:50][CH:49]([O:48][CH3:47])[CH2:54][CH2:53]4)[nH:17][c:18]3[cH:19][cH:20]2)[CH2:8][CH2:9]1.